Task: describe an organic reaction: reactants, conditions, products, and yield. Dataset: the Open Reaction Database (ORD), a public repository of structured organic reaction records Reactants: BrC=1C=C(C(=NC1)C(=O)O)Cl (5-bromo-3-chloropyridine-2-carboxylic acid), Cl.NC1=C(C=C(C=C1)O)O (4-aminobenzene-1,3-diol hydrochloride). The product is BrC=1C=C(C(=NC1)C(=O)NC1=C(C=C(C=C1)O)O)Cl (5-bromo-3-chloro-N-(2,4-dihydroxyphenyl)pyridine-2-carboxamide). As a reaction SMILES: [Br:1][C:2]1[CH:3]=[C:4]([Cl:11])[C:5]([C:8]([OH:10])=O)=[N:6][CH:7]=1.Cl.[NH2:13][C:14]1[CH:19]=[CH:18][C:17]([OH:20])=[CH:16][C:15]=1[OH:21]>>[Br:1][C:2]1[CH:3]=[C:4]([Cl:11])[C:5]([C:8]([NH:13][C:14]2[CH:19]=[CH:18][C:17]([OH:20])=[CH:16][C:15]=2[OH:21])=[O:10])=[N:6][CH:7]=1 |f:1.2|. Reported procedure: Using 5-bromo-3-chloropyridine-2-carboxylic acid and 4-aminobenzene-1,3-diol hydrochloride, and in the same manner as in Example 2, step C, the title compound was obtained. Starting materials: C(C)O (Ethanol), N1C=C(C=C1)C(=O)O (pyrrole-3-carboxylic acid), C1(CCCCC1)N=C=NC1CCCCC1 (dicyclohexylcarbodiimide). Reaction conditions: temperature 60 celsius. Procedure: Ethanol (3.2 mL, 54 mmol) and 4-dimethylamino pyridine (DMAP) (54 mg, 0.45 mmol) were added to a mixture of pyrrole-3-carboxylic acid (500 mg, 4.5 mmol) and dicyclohexylcarbodiimide (1.11 g, 5.4 mmol) (Aldrich, Milwaukee, Wis.) in tetrahydrofuran (THF) (15 mL). After heating at 60° C. for 10 hours, the reaction was cooled. The precipitate was filtered off, washed with ethyl acetate, the combined filtrate was concentrated and purified on a silica gel column to give 500 mg (81%) of 1H-pyrrole-3-ca... Reaction SMILES: [CH2:1]([OH:3])[CH3:2].[NH:4]1[CH:8]=[CH:7][C:6]([C:9](O)=[O:10])=[CH:5]1.C1(N=C=NC2CCCCC2)CCCCC1>CN(C)C1C=CN=CC=1.O1CCCC1>[CH2:1]([O:3][C:9]([C:6]1[CH:7]=[CH:8][NH:4][CH:5]=1)=[O:10])[CH3:2]. The reagents and catalysts are CN(C1=CC=NC=C1)C (4-dimethylamino pyridine). Run in O1CCCC1 (tetrahydrofuran). Isolated yield 79.8%. The product is C(C)OC(=O)C1=CNC=C1 (1H-pyrrole-3-carboxylic acid ethyl ester). The reactants are [GeH4], [H][H], Cc1ccc(O)cc1[N+](=O)[O-], C1CCOC1. Product: Cc1ccc(O)cc1N. As a reaction SMILES: [GeH4:12].[H:13][H:14].[N+:1]([O-:2])(=[O:3])[c:4]1[cH:5][c:6]([OH:11])[cH:7][cH:8][c:9]1[CH3:10].[O:15]1[CH2:16][CH2:17][CH2:18][CH2:19]1>>[NH2:1][c:4]1[cH:5][c:6]([OH:11])[cH:7][cH:8][c:9]1[CH3:10]. Starting materials: COC1=CC=C(C(C2=CC=C(C=C2)OC)(C2=CC=CC=C2)OC[C@@H]2[C@H]([C@@H]([C@@H](O2)N2C=3N=C(NC(C3N=C2)=O)NC(C(C)C)=O)F)O)C=C1 (9-[2-deoxy-5-O-(4,4'-dimethoxytrityl)-2-fluoro-β-D-arabinofuranosyl]-N2 -isobutyrylguanine), [Si](C)(C)(C(C)(C)C)O[C@H]1C[C@@H](O[C@@H]1CO)N1C=NC=2C(=O)NC(NC(C(C)C)=O)=NC12 (3'-O-t-butyldimethylsilyl-N2 -isobutyryl-2'-deoxyguanosine). The product is [Si](C)(C)(C(C)(C)C)O[C@H]1[C@@H]([C@@H](O[C@@H]1CO)N1C=2N=C(NC(C2N=C1)=O)NC(C(C)C)=O)F (9-(3-O-t-Butyldimethylsilyl-2-deoxy-2-fluoro-β-D-arabinofuranosyl)-N2 -isobutyrylguanine). Reaction SMILES: COC1C=CC(C([O:22][CH2:23][C@H:24]2[O:28][C@@H:27]([N:29]3[CH:37]=[N:36][C:35]4[C:34](=[O:38])[NH:33][C:32]([NH:39][C:40](=[O:44])[CH:41]([CH3:43])[CH3:42])=[N:31][C:30]3=4)[C@@H:26]([F:45])[C@@H:25]2[OH:46])(C2C=CC=CC=2)C2C=CC(OC)=CC=2)=CC=1.[Si:49](O[C@@H]1[C@@H](CO)O[C@@H](N2C3N=C(NC(=O)C(C)C)NC(=O)C=3N=C2)C1)([C:52]([CH3:55])([CH3:54])[CH3:53])([CH3:51])[CH3:50]>>[Si:49]([O:46][C@@H:25]1[C@@H:24]([CH2:23][OH:22])[O:28][C@@H:27]([N:29]2[CH:37]=[N:36][C:35]3[C:34](=[O:38])[NH:33][C:32]([NH:39][C:40](=[O:44])[CH:41]([CH3:42])[CH3:43])=[N:31][C:30]2=3)[C@H:26]1[F:45])([C:52]([CH3:55])([CH3:54])[CH3:53])([CH3:51])[CH3:50]. Procedure: This compound is prepared from 9-[2-deoxy-5-O-(4,4'-dimethoxytrityl)-2-fluoro-β-D-arabinofuranosyl]-N2 -isobutyrylguanine by the same procedure used for the preparation of 3'-O-t-butyldimethylsilyl-N2 -isobutyryl-2'-deoxyguanosine. Starting materials: C(C)(CC)[Li] (sec-Butyl-lithium), ClC=1C=CC(=C(CNC(OC(C)(C)C)=O)C1)C (tert-butyl 5-chloro-2-methylbenzylcarbamate), FC(C=NC1=CC=C(C=C1)OC)F (N-(-2,2-difluoroethylidene)-N-(4-methoxyphenyl)amine). Run in C1CCOC1 (THF). Product: ClC=1C=CC(=C(CNC(OC(C)(C)C)=O)C1)CC(C(F)F)NC1=CC=C(C=C1)OC (tert-butyl 5-chloro-2-{3,3-difluoro-2-[(4-methoxyphenyl)amino]propyl}benzylcarbamate). Yield: 16.8%. RXN SMILES: C([Li])(CC)C.[Cl:6][C:7]1[CH:8]=[CH:9][C:10]([CH3:22])=[C:11]([CH:21]=1)[CH2:12][NH:13][C:14](=[O:20])[O:15][C:16]([CH3:19])([CH3:18])[CH3:17].[F:23][CH:24]([F:35])[CH:25]=[N:26][C:27]1[CH:32]=[CH:31][C:30]([O:33][CH3:34])=[CH:29][CH:28]=1>C1COCC1>[Cl:6][C:7]1[CH:8]=[CH:9][C:10]([CH2:22][CH:25]([NH:26][C:27]2[CH:32]=[CH:31][C:30]([O:33][CH3:34])=[CH:29][CH:28]=2)[CH:24]([F:35])[F:23])=[C:11]([CH:21]=1)[CH2:12][NH:13][C:14](=[O:20])[O:15][C:16]([CH3:17])([CH3:18])[CH3:19]. Reported procedure: sec-Butyl-lithium (1.3 M in cyclohexane, 10.72 mL) was added to a stirred solution of tert-butyl 5-chloro-2-methylbenzylcarbamate (1.781 g, 6.96 mmol) in THF (14 mL) at −78° C. under nitrogen to give a deep red solution. After 10 min N-(-2,2-difluoroethylidene)-N-(4-methoxyphenyl)amine (1.29 g, 6.96 mmol) was added and after a further 5 min the solution was quenched with excess saturated aqueous NH4Cl and warmed to ambient temperature. The solution was partitioned between EtOAc and brine. The or...